From a dataset of the Open Reaction Database (ORD), a public repository of structured organic reaction records. describe an organic reaction: reactants, conditions, products, and yield Starting materials: [N+](=O)([O-])C1=C(C=CC=C1)S (2-nitrothiophenol), C(O)N1C(CCC1)=O (N-methylolpyrrolidone), ClCC(=O)Cl (chloroacetyl chloride), NC1=CC=CC=C1 (aniline). The product is C(CCC)SC1=C(N)C=CC=C1 (2-Butylmercaptoaniline), desired product. As a reaction SMILES: [N+:1]([C:4]1[CH:9]=[CH:8][CH:7]=[CH:6][C:5]=1[SH:10])([O-])=O.N[C:12]1[CH:17]=CC=[CH:14][CH:13]=1.C(N1CCCC1=O)O.ClCC(Cl)=O>>[CH2:17]([S:10][C:5]1[CH:6]=[CH:7][CH:8]=[CH:9][C:4]=1[NH2:1])[CH2:12][CH2:13][CH3:14]. Procedure details: 2-Butylmercaptoaniline was prepared from -2-nitrothiophenol by a two-step reaction sequence consisting of alkylation followed by reduction corresponding to the procedure described in Example 4. The aniline then was condensed with N-methylolpyrrolidone, followed by reaction with chloroacetyl chloride to yield the desired product. The reactants are BrC1Oc2ccccc2OC1Br, CC(C)=O, [I-], [Na+]. Product: C1=COc2ccccc2O1. RXN SMILES: [Br:1][CH:2]1[CH:3]([Br:12])[O:4][c:5]2[c:6]([cH:8][cH:9][cH:10][cH:11]2)[O:7]1.[CH3:15][C:16](=[O:17])[CH3:18].[I-:14].[Na+:13]>>[CH:2]1=[CH:3][O:4][c:5]2[c:6]([cH:8][cH:9][cH:10][cH:11]2)[O:7]1.